From a dataset of the Open Reaction Database (ORD), a public repository of structured organic reaction records. describe an organic reaction: reactants, conditions, products, and yield The reactants are CN(C)CC1COC2=CC=CC=C2C1=O (3-(N,N-dimethylaminomethyl)-4-chromanone), O.NN (Hydrazine monohydrate), ice water. The solvent is C(C)O (ethanol), C(C)O (ethanol). The product is N=1NCC2C1C1=C(OC2)C=CC=C1 (3,3a-dihydro-2H,4H-[1]-benzopyrano[4,3-c]pyrazole). Isolated yield 105.5%. RXN SMILES: O.[NH2:2]N.C[N:5]([CH2:7][CH:8]1[C:17](=O)[C:16]2[C:11](=[CH:12][CH:13]=[CH:14][CH:15]=2)[O:10][CH2:9]1)C>C(O)C>[N:2]1[NH:5][CH2:7][CH:8]2[CH2:9][O:10][C:11]3[CH:12]=[CH:13][CH:14]=[CH:15][C:16]=3[C:17]=12 |f:0.1|. Procedure details: Hydrazine monohydrate (7.2 g) was dissolved in ethanol (10 ml). Thereto was dropwise added a solution of 3-(N,N-dimethylaminomethyl)-4-chromanone (6.7 g) dissolved in ethanol (10 ml) in a nitrogen atmosphere at room temperature. The resulting mixture was refluxed for 4 hours with heating. The reaction mixture was poured into ice water. Extraction with chloroform was conducted, followed by drying and concentration, to obtain 6 g of a title compound. Reactants: C(C)(=O)O[C@@H]1C([C@@H]2CC[C@]3([C@@]4(CC[C@@]5([C@@H]([C@H]4CC[C@@H]3[C@]2(CC1)C)[C@@H](CC5)C(=C)C)C(N[C@H]5C([C@H](C5)C(=O)N5CCCC5)(C)C)=O)C)C)(C)C ((1R,3aS,5aR,5bR,7aR,9S,11aR,11bR,13aR,13bR)-3a-((1R,3S)-2,2-dimethyl-3-(pyrrolidine-1-carbonyl)cyclobutylcarbamoyl)-5a,5b,8,8,11a-pentamethyl-1-(prop-1-en-2-yl)icosahydro-1H-cyclopenta[a]chrysen-9-yl acetate), [OH-].[Na+] (NaOH). The solvent is CO.C1CCOC1 (MeOH THF). Reaction conditions: time 16 hour. Yields the product CC1([C@@H](C[C@@H]1C(=O)N1CCCC1)NC(=O)[C@]12[C@@H]([C@H]3CC[C@@H]4[C@]5(CC[C@@H](C([C@@H]5CC[C@]4([C@@]3(CC1)C)C)(C)C)O)C)[C@@H](CC2)C(=C)C)C ((1R,3aS,5aR,5bR,7aR,9S,11aR,11bR,13aR,13bR)-N-((1R,3S)-2,2-dimethyl-3-(pyrrolidine-1-carbonyl)cyclobutyl)-9-hydroxy-5a,5b,8,8,11a-pentamethyl-1-(prop-1-en-2-yl)icosahydro-1H-cyclopenta[a]chrysene-3a-carboxamide). Isolated yield 67.0%. RXN SMILES: C([O:4][C@H:5]1[CH2:22][CH2:21][C@@:20]2([CH3:23])[C@@H:7]([CH2:8][CH2:9][C@:10]3([CH3:47])[C@@H:19]2[CH2:18][CH2:17][C@H:16]2[C@@:11]3([CH3:46])[CH2:12][CH2:13][C@@:14]3([C:30](=[O:45])[NH:31][C@@H:32]4[CH2:35][C@H:34]([C:36]([N:38]5[CH2:42][CH2:41][CH2:40][CH2:39]5)=[O:37])[C:33]4([CH3:44])[CH3:43])[CH2:26][CH2:25][C@@H:24]([C:27]([CH3:29])=[CH2:28])[C@@H:15]32)[C:6]1([CH3:49])[CH3:48])(=O)C.[OH-].[Na+]>CO.C1COCC1>[CH3:43][C:33]1([CH3:44])[C@@H:34]([C:36]([N:38]2[CH2:39][CH2:40][CH2:41][CH2:42]2)=[O:37])[CH2:35][C@H:32]1[NH:31][C:30]([C@:14]12[CH2:26][CH2:25][C@@H:24]([C:27]([CH3:29])=[CH2:28])[C@@H:15]1[C@@H:16]1[C@@:11]([CH3:46])([CH2:12][CH2:13]2)[C@@:10]2([CH3:47])[C@@H:19]([C@:20]3([CH3:23])[C@@H:7]([CH2:8][CH2:9]2)[C:6]([CH3:48])([CH3:49])[C@@H:5]([OH:4])[CH2:22][CH2:21]3)[CH2:18][CH2:17]1)=[O:45] |f:1.2,3.4|. Reported procedure: To a stirred solution of (1R,3aS,5aR,5bR,7aR,9S,11aR,11bR,13aR,13bR)-3a-((1R,3S)-2,2-dimethyl-3-(pyrrolidine-1-carbonyl)cyclobutylcarbamoyl)-5a,5b,8,8,11a-pentamethyl-1-(prop-1-en-2-yl)icosahydro-1H-cyclopenta[a]chrysen-9-yl acetate (Example 43, 0.350 g, 0.517 mmol) in MeOH:THF (2:1) (30 ml) 2N NaOH (10 ml) was added at 0° C. and allowed to stir at room temperature for about 16 hours. After completion of the reaction (monitored by TLC), the volatile was evaporated and the aqueous layer was extra... Procedure details: Cesium carbonate (960 mg, 2.95 mmol) was added to 7-amino-2-methyl-4-(4-propan-2-ylpiperazin-1-yl)-3H-isoindol-1-one (425 mg, 1.47 mmol), 2-chloro-5-fluoro-4-iodopyridine (379 mg, 1.47 mmol), 9,9-dimethyl-4,5-bis(diphenylphosphino)xanthene (51.2 mg, 0.09 mmol) and palladium(II) acetate (13.23 mg, 0.06 mmol) in dioxane (15 mL) under an atmosphere of nitrogen. The resulting suspension was heated at 80° C. for 18 hours and then allowed to cool to room temperature. The mixture was filtered and then ... Product: ClC1=NC=C(C(=C1)NC=1C=CC(=C2CN(C(C12)=O)C)N1CCN(CC1)C(C)C)F (7-[(2-chloro-5-fluoropyridin-4-yl)amino]-2-methyl-4-(4-propan-2-ylpiperazin-1-yl)-3H-isoindol-1-one). The yield is 70.3%. Reaction conditions: temperature 80 celsius. Reaction SMILES: C(=O)([O-])[O-].[Cs+].[Cs+].[NH2:7][C:8]1[CH:9]=[CH:10][C:11]([N:19]2[CH2:24][CH2:23][N:22]([CH:25]([CH3:27])[CH3:26])[CH2:21][CH2:20]2)=[C:12]2[C:16]=1[C:15](=[O:17])[N:14]([CH3:18])[CH2:13]2.[Cl:28][C:29]1[CH:34]=[C:33](I)[C:32]([F:36])=[CH:31][N:30]=1>O1CCOCC1.C([O-])(=O)C.[Pd+2].C([O-])(=O)C.CC1(C)C2C=CC=C(P(C3C=CC=CC=3)C3C=CC=CC=3)C=2OC2C1=CC=CC=2P(C1C=CC=CC=1)C1C=CC=CC=1>[Cl:28][C:29]1[CH:34]=[C:33]([NH:7][C:8]2[CH:9]=[CH:10][C:11]([N:19]3[CH2:20][CH2:21][N:22]([CH:25]([CH3:27])[CH3:26])[CH2:23][CH2:24]3)=[C:12]3[C:16]=2[C:15](=[O:17])[N:14]([CH3:18])[CH2:13]3)[C:32]([F:36])=[CH:31][N:30]=1 |f:0.1.2,6.7.8|. Starting materials: C([O-])([O-])=O.[Cs+].[Cs+] (Cesium carbonate), NC=1C=CC(=C2CN(C(C12)=O)C)N1CCN(CC1)C(C)C (7-amino-2-methyl-4-(4-propan-2-ylpiperazin-1-yl)-3H-isoindol-1-one), ClC1=NC=C(C(=C1)I)F (2-chloro-5-fluoro-4-iodopyridine). Run in O1CCOCC1 (dioxane). The reagents and catalysts are C(C)(=O)[O-].[Pd+2].C(C)(=O)[O-] (palladium(II) acetate), CC1(C2=CC=CC(=C2OC=2C(=CC=CC12)P(C1=CC=CC=C1)C1=CC=CC=C1)P(C1=CC=CC=C1)C1=CC=CC=C1)C (9,9-dimethyl-4,5-bis(diphenylphosphino)xanthene).